From a dataset of the Open Reaction Database (ORD), a public repository of structured organic reaction records. describe an organic reaction: reactants, conditions, products, and yield Starting materials: CCI, Cc1cccc2[nH]c(=O)[nH]c12, CN(C)C=O, [H-], [Na+], [Na+], O=C([O-])O. Product: CCn1c(=O)[nH]c2c(C)cccc21. As a reaction SMILES: [CH2:14]([CH3:15])[I:16].[CH3:1][c:2]1[cH:3][cH:4][cH:5][c:6]2[nH:7][c:8](=[O:11])[nH:9][c:10]12.[CH3:22][N:23]([CH3:24])[CH:25]=[O:26].[H-:12].[Na+:13].[Na+:17].[OH:18][C:19](=[O:20])[O-:21]>>[CH3:1][c:2]1[cH:3][cH:4][cH:5][c:6]2[n:7]([CH2:14][CH3:15])[c:8](=[O:11])[nH:9][c:10]12. The reactants are C(C1=CC=CC=C1)OC(=O)N1CC(CCC1)C=1OC2=C(N1)C=CC=C2C(=O)OC (Methyl 2-(1-(benzyloxycarbonyl)piperidin-3-yl)benzo[d]oxazole-7-carboxylate), N (ammonia). Solvent: CO (methanol). Conditions: time 2 day. Product: C(N)(=O)C1=CC=CC=2N=C(OC21)C2CN(CCC2)C(=O)OCC2=CC=CC=C2 (benzyl 3-(7-carbamoylbenzo[d]oxazol-2-yl)piperidine-1-carboxylate). The yield is 57.0%. RXN SMILES: [CH2:1]([O:8][C:9]([N:11]1[CH2:16][CH2:15][CH2:14][CH:13]([C:17]2[O:18][C:19]3[C:25]([C:26](OC)=[O:27])=[CH:24][CH:23]=[CH:22][C:20]=3[N:21]=2)[CH2:12]1)=[O:10])[C:2]1[CH:7]=[CH:6][CH:5]=[CH:4][CH:3]=1.[NH3:30]>CO>[C:26]([C:25]1[C:19]2[O:18][C:17]([CH:13]3[CH2:14][CH2:15][CH2:16][N:11]([C:9]([O:8][CH2:1][C:2]4[CH:3]=[CH:4][CH:5]=[CH:6][CH:7]=4)=[O:10])[CH2:12]3)=[N:21][C:20]=2[CH:22]=[CH:23][CH:24]=1)(=[O:27])[NH2:30]. Procedure: Methyl 2-(1-(benzyloxycarbonyl)piperidin-3-yl)benzo[d]oxazole-7-carboxylate (180 mg, 0.46 mmol) was added to ammonia in methanol (20 mL) and the mixture was stirred at room temperature for 2 days. Then the mixture was evaporated under reduced pressure and extracted with ethyl acetate (100 mL×4), the organic phase was dried with anhydrous sodium sulfate and evaporated under reduced pressure. 100 mg of benzyl 3-(7-carbamoylbenzo[d]oxazol-2-yl)piperidine-1-carboxylate was obtained. Yield: 57%. LC-M... The reactants are CN(C1=CSC=C1C)C (dimethyl-(4-methyl-thiophen-3-yl)-amine), C1CCOC1 (THF), [Li]CCCC (n-BuLi), C(C)C(CC)C=1C=2N(N=C(C1)C)C(=C(N2)C)I (8-(1-ethyl-propyl)-3-iodo-2,6-dimethyl-imidazo[1,2-b]pyridazine). The reagents and catalysts are C1=CC=C(C=C1)P([C-]2C=CC=C2)C3=CC=CC=C3.C1=CC=C(C=C1)P([C-]2C=CC=C2)C3=CC=CC=C3.Cl[Pd]Cl.[Fe+2] (PdCl2(dppf)), [Cl-].[Cl-].[Zn+2] (ZnCl2). Run in CCOC(=O)C (EtOAc). Conditions: time 1 hour. Product: C(C)C(CC)C=1C=2N(N=C(C1)C)C(=C(N2)C)C2=C(C(=CS2)N(C)C)C ({5-[8-(1-ethyl-propyl)-2,6-dimethyl-imidazo[1,2-b]pyridazin-3-yl]-4-methyl-thiophen-3-yl}-dimethyl-amine). The yield is 17.6%. RXN SMILES: [CH3:1][N:2]([CH3:9])[C:3]1[C:7]([CH3:8])=[CH:6][S:5][CH:4]=1.C1COCC1.[Li]CCCC.[CH2:20]([CH:22]([C:25]1[C:26]2[N:27]([C:32](I)=[C:33]([CH3:35])[N:34]=2)[N:28]=[C:29]([CH3:31])[CH:30]=1)[CH2:23][CH3:24])[CH3:21]>CCOC(C)=O.[Cl-].[Cl-].[Zn+2].C1C=CC(P(C2C=CC=CC=2)[C-]2C=CC=C2)=CC=1.C1C=CC(P(C2C=CC=CC=2)[C-]2C=CC=C2)=CC=1.Cl[Pd]Cl.[Fe+2]>[CH2:20]([CH:22]([C:25]1[C:26]2[N:27]([C:32]([C:6]3[S:5][CH:4]=[C:3]([N:2]([CH3:9])[CH3:1])[C:7]=3[CH3:8])=[C:33]([CH3:35])[N:34]=2)[N:28]=[C:29]([CH3:31])[CH:30]=1)[CH2:23][CH3:24])[CH3:21] |f:5.6.7,8.9.10.11|. Reported procedure: To a −78° C. solution of dimethyl-(4-methyl-thiophen-3-yl)-amine (0.43 g, 3.06 mmol) and THF (5 mL) is added 1.6 M n-BuLi (1.91 mL, 3.06 mmol). The solution is stirred for 1 hour, then 0.5 M ZnCl2 (6.1 mL, 3.06 mmol) is added and the solution warmed to ambient temperature. After 30 minutes 8-(1-ethyl-propyl)-3-iodo-2,6-dimethyl-imidazo[1,2-b]pyridazine (0.70 g, 2.04 mmol) and PdCl2(dppf) (0.075 g, 0.10 mmol) is added and the solution heated at 65° C. overnight. The solution is diluted with EtOAc... The reactants are NC1=NC(=NC=C1C#N)Cl (4-amino-2-chloro-pyrimidine-5-carbonitrile), C(C)(C)(C)OC(=O)N1CCC(CC1)N (4-amino-piperidine-1-carboxylic acid tert-butyl ester). Run in CN(C)C=O (DMF). The product is C(C)(C)(C)OC(=O)N1CCC(CC1)NC1=NC=C(C(=N1)N)C#N (4-(4-Amino-5-cyano-pyrimidin-2-ylamino)-piperidine-1-carboxylic acid tert-butyl ester). As a reaction SMILES: [NH2:1][C:2]1[C:7]([C:8]#[N:9])=[CH:6][N:5]=[C:4](Cl)[N:3]=1.[C:11]([O:15][C:16]([N:18]1[CH2:23][CH2:22][CH:21]([NH2:24])[CH2:20][CH2:19]1)=[O:17])([CH3:14])([CH3:13])[CH3:12]>CN(C=O)C>[C:11]([O:15][C:16]([N:18]1[CH2:23][CH2:22][CH:21]([NH:24][C:4]2[N:3]=[C:2]([NH2:1])[C:7]([C:8]#[N:9])=[CH:6][N:5]=2)[CH2:20][CH2:19]1)=[O:17])([CH3:14])([CH3:12])[CH3:13]. Reported procedure: A mixture of 4-amino-2-chloro-pyrimidine-5-carbonitrile (2.0 g, 12.94 mmol, 1.0 equiv; commercially available) and 4-amino-piperidine-1-carboxylic acid tert-butyl ester (3.1 g, 15.53 mmol, 1.2 equiv; commercially available) in anhydrous DMF (20 mL) was heated to 60° C. for 4 h. The organic phase was concentrated under reduced pressure and the crude product purified by crystallization from ethyl acetate providing 3.02 g (74%) of the title compound. MS (ISN): 317.1 [M−H]−.